This data is from the Open Reaction Database (ORD), a public repository of structured organic reaction records. The task is: describe an organic reaction: reactants, conditions, products, and yield Reactants: OCC=1C=C(COC=2C=CC(=C(C2)C2=C(C=C(C=C2)C(CC)=O)CC)CC)C=CC1CO (1-{5′-[3,4-bis(hydroxymethyl)benzyloxy]-2,2′-diethylbiphenyl-4-yl}-1-propanone), C(C)[Mg]Br (ethylmagnesium bromide). The product is C(C)C1=CC=C(C=C1C1=C(C=C(C=C1)C(CC)(O)CC)CC)OCC=1C=CC(=C(C1)CO)CO ({5-[6,2′-Diethyl-4′-(1-ethyl-1-hydroxypropyl)biphenyl-3-yloxymethyl]-2-hydroxymethyl-phenyl}methanol). RXN SMILES: [OH:1][CH2:2][C:3]1[CH:4]=[C:5]([CH:28]=[CH:29][C:30]=1[CH2:31][OH:32])[CH2:6][O:7][C:8]1[CH:9]=[CH:10][C:11]([CH2:26][CH3:27])=[C:12]([C:14]2[CH:19]=[CH:18][C:17]([C:20](=[O:23])[CH2:21][CH3:22])=[CH:16][C:15]=2[CH2:24][CH3:25])[CH:13]=1.[CH2:33]([Mg]Br)[CH3:34]>>[CH2:26]([C:11]1[C:12]([C:14]2[CH:19]=[CH:18][C:17]([C:20]([CH2:33][CH3:34])([OH:23])[CH2:21][CH3:22])=[CH:16][C:15]=2[CH2:24][CH3:25])=[CH:13][C:8]([O:7][CH2:6][C:5]2[CH:28]=[CH:29][C:30]([CH2:31][OH:32])=[C:3]([CH2:2][OH:1])[CH:4]=2)=[CH:9][CH:10]=1)[CH3:27]. Procedure: In a manner similar to that of Example 1(q), by reacting 840 mg (1.9 mmol) of 1-{5′-[3,4-bis(hydroxymethyl)benzyloxy]-2,2′-diethylbiphenyl-4-yl}-1-propanone with 5.2 ml (16 mmol) of ethylmagnesium bromide (3M/ether), and after purification by chromatography on a column of silica eluted with a mixture of heptane and ethyl acetate (40/60), 254 mg (29%) of {5-[6,2′-diethyl-4′-(1-ethyl-1-hydroxypropyl)biphenyl-3-yloxymethyl]-2-hydroxymethylphenyl}methanol are obtained in the form of white crystals w... Reactants: CC=1OC2=C(C=CC=C2C(C1)=O)C=O (2-methyl-4-oxo-4H-chromene-8-carbaldehyde), COC1=CC=C(C=C1)C(CC(C)=O)=O (1-(4-methoxyphenyl)butane-1,3-dione), C(C)(=O)O (acetic acid), N1CCCCC1 (piperidine). Run in ClCCl (dichloromethane). Product: COC1=CC=C(C=C1)C(C(C(C)=O)=CC=1C=CC=C2C(C=C(OC12)C)=O)=O (1-(4-Methoxyphenyl)-2-[(2-methyl-4-oxo-4H-chromen-8-yl)methylene]butane-1,3-dione). RXN SMILES: [CH3:1][C:2]1[O:3][C:4]2[C:9]([C:10](=[O:12])[CH:11]=1)=[CH:8][CH:7]=[CH:6][C:5]=2[CH:13]=O.[CH3:15][O:16][C:17]1[CH:22]=[CH:21][C:20]([C:23](=[O:28])[CH2:24][C:25](=[O:27])[CH3:26])=[CH:19][CH:18]=1.C(O)(=O)C.N1CCCCC1>ClCCl>[CH3:15][O:16][C:17]1[CH:18]=[CH:19][C:20]([C:23](=[O:28])[C:24](=[CH:13][C:5]2[CH:6]=[CH:7][CH:8]=[C:9]3[C:4]=2[O:3][C:2]([CH3:1])=[CH:11][C:10]3=[O:12])[C:25](=[O:27])[CH3:26])=[CH:21][CH:22]=1. Procedure: 250 mg (1.32 mmol) of 2-methyl-4-oxo-4H-chromene-8-carbaldehyde are dissolved with 281 mg (1.46 mmol) of 1-(4-methoxyphenyl)butane-1,3-dione, 100 mg (1.66 mmol) of acetic acid and 11 mg (0.13 mmol) of piperidine in 5 ml of dichloromethane and, after addition of molecular sieves, heated under reflux under argon for 4 h. The solvent is removed after filtration in vacuo. 480 mg (99% of theory) of the title compound are obtained and are employed without further purification in the next stage. Starting materials: BrC=1C=CC2=C(C(=NCC(N2)=O)C2=NC=CC=C2)C1 (7-bromo-1,3-dihydro-5-(2-pyridyl)-2H-1,4-benzodiazepin-2-one), O1CCCC1 (tetrahydrofuran), CN (methylamine). Reagents/catalysts: [Ti](Cl)(Cl)(Cl)Cl (titanium tetrachloride). The solvent is C1=CC=CC=C1 (benzene), C1=CC=CC=C1 (benzene). The product is BrC=1C=CC2=C(C(=NCC(=N2)NC)C2=NC=CC=C2)C1 (7-bromo-2-methylamino-5-(2-pyridyl)-3H-1,4-benzodiazepine). As a reaction SMILES: [Br:1][C:2]1[CH:3]=[CH:4][C:5]2[NH:11][C:10](=O)[CH2:9][N:8]=[C:7]([C:13]3[CH:18]=[CH:17][CH:16]=[CH:15][N:14]=3)[C:6]=2[CH:19]=1.O1CCCC1.[CH3:25][NH2:26]>[Ti](Cl)(Cl)(Cl)Cl.C1C=CC=CC=1>[Br:1][C:2]1[CH:3]=[CH:4][C:5]2[N:11]=[C:10]([NH:26][CH3:25])[CH2:9][N:8]=[C:7]([C:13]3[CH:18]=[CH:17][CH:16]=[CH:15][N:14]=3)[C:6]=2[CH:19]=1. Procedure details: A solution of 63.2 g. (0.2 mol) of 7-bromo-1,3-dihydro-5-(2-pyridyl)-2H-1,4-benzodiazepin-2-one in 1.7 l. of tetrahydrofuran and 400 ml. of benzene was saturated with methylamine. A solution of 45.5 g. of titanium tetrachloride in 400 ml. of benzene was added slowly with ice cooling. After addition was complete, the reaction mixture was stirred and refluxed for 2 hours. It was then partitioned between water and methylene chloride. The organic layer was dried over sodium sulfate and evaporated. C... RXN SMILES: [C:1]([CH3:2])([CH3:3])([CH3:4])[O:5][C:6]([CH2:7][O:8][CH2:9][CH:10]=[CH:11][CH2:12][OH:13])=[O:14].[CH3:26][S:27]([Cl:28])(=[O:29])=[O:30].[CH3:31][N:32]([CH3:33])[CH:34]=[O:35].[Cl-:25].[Li+:24].[n:15]1[c:16]([CH3:17])[cH:18][c:19]([CH3:20])[cH:21][c:22]1[CH3:23]>>[C:1]([CH3:2])([CH3:3])([CH3:4])[O:5][C:6]([CH2:7][O:8][CH2:9][CH:10]=[CH:11][CH2:12][Cl:28])=[O:14]. The product is CC(C)(C)OC(=O)COCC=CCCl. Starting materials: CC(C)(C)OC(=O)COCC=CCO, CS(=O)(=O)Cl, CN(C)C=O, [Cl-], [Li+], Cc1cc(C)nc(C)c1. Reactants: C[Si](C)(C)N=C=O, C1COCCO1, CC(NO)c1ccc(OC(C)c2ccccc2)cc1. Product: CC(Oc1ccc(C(C)N(O)C(N)=O)cc1)c1ccccc1. RXN SMILES: [CH3:20][Si:21]([CH3:22])([CH3:23])[N:24]=[C:25]=[O:26].[O:27]1[CH2:28][CH2:29][O:30][CH2:31][CH2:32]1.[c:1]1([CH:7]([CH3:8])[O:9][c:10]2[cH:11][cH:12][c:13]([CH:16]([CH3:17])[NH:18][OH:19])[cH:14][cH:15]2)[cH:2][cH:3][cH:4][cH:5][cH:6]1>>[c:1]1([CH:7]([CH3:8])[O:9][c:10]2[cH:11][cH:12][c:13]([CH:16]([CH3:17])[N:18]([OH:19])[C:25]([NH2:24])=[O:26])[cH:14][cH:15]2)[cH:2][cH:3][cH:4][cH:5][cH:6]1. The solvent is ClCCl (dichloromethane), ClCCl (dichloromethane). Reported procedure: To a solution of 7-[4-(2-butoxyethoxy)phenyl]-1-isobutyl-N-[4-[[(1-propylimidazol-2-yl)methyl]sulfanyl]phenyl]-2,3-dihydro-1-benzazepine-4-carboxamide (200 mg) in dichloromethane (10 ml) was added dropwise 70% solution of 3-chloroperbenzoic acid (111 mg) in dichloromethane (10 ml) at −78° C. After finishing the dropping, the mixture was stirred for 1 hour at −10° C. to −25° C. To the mixture was added an aqueous solution of sodium thiosulfate, and the mixture was allowed to be at room temperatur... The product is C(CCC)OCCOC1=CC=C(C=C1)C=1C=CC2=C(C=C(CCN2CC(C)C)C(=O)NC2=CC=C(C=C2)S(=O)CC=2N(C=CN2)CCC)C1 (7-[4-(2-butoxyethoxy)phenyl]-1-isobutyl-N-[4-[[(1-propylimidazol-2-yl)methyl]sulfinyl]phenyl]-2,3-dihydro-1-benzazepine-4-carboxamide). Reaction SMILES: [CH2:1]([O:5][CH2:6][CH2:7][O:8][C:9]1[CH:14]=[CH:13][C:12]([C:15]2[CH:16]=[CH:17][C:18]3[N:24]([CH2:25][CH:26]([CH3:28])[CH3:27])[CH2:23][CH2:22][C:21]([C:29]([NH:31][C:32]4[CH:37]=[CH:36][C:35]([S:38][CH2:39][C:40]5[N:41]([CH2:45][CH2:46][CH3:47])[CH:42]=[CH:43][N:44]=5)=[CH:34][CH:33]=4)=[O:30])=[CH:20][C:19]=3[CH:48]=2)=[CH:11][CH:10]=1)[CH2:2][CH2:3][CH3:4].ClC1C=CC=C(C(OO)=[O:57])C=1.S([O-])([O-])(=O)=S.[Na+].[Na+]>ClCCl>[CH2:1]([O:5][CH2:6][CH2:7][O:8][C:9]1[CH:10]=[CH:11][C:12]([C:15]2[CH:16]=[CH:17][C:18]3[N:24]([CH2:25][CH:26]([CH3:27])[CH3:28])[CH2:23][CH2:22][C:21]([C:29]([NH:31][C:32]4[CH:33]=[CH:34][C:35]([S:38]([CH2:39][C:40]5[N:41]([CH2:45][CH2:46][CH3:47])[CH:42]=[CH:43][N:44]=5)=[O:57])=[CH:36][CH:37]=4)=[O:30])=[CH:20][C:19]=3[CH:48]=2)=[CH:13][CH:14]=1)[CH2:2][CH2:3][CH3:4] |f:2.3.4|. The yield is 35.9%. The reactants are S(=S)(=O)([O-])[O-].[Na+].[Na+] (sodium thiosulfate), C(CCC)OCCOC1=CC=C(C=C1)C=1C=CC2=C(C=C(CCN2CC(C)C)C(=O)NC2=CC=C(C=C2)SCC=2N(C=CN2)CCC)C1 (7-[4-(2-butoxyethoxy)phenyl]-1-isobutyl-N-[4-[[(1-propylimidazol-2-yl)methyl]sulfanyl]phenyl]-2,3-dihydro-1-benzazepine-4-carboxamide), solution, ClC1=CC(=CC=C1)C(=O)OO (3-chloroperbenzoic acid). Conditions: time 1 hour. Reactants: ClC=1C=C(C=NC1N1CCCC1)C(=O)OCC (Ethyl 5-chloro-6-(1-pyrrolidinyl)-3-pyridinecarboxylate), [OH-].[Na+] (sodium hydroxide), Cl (HCl). Solvent: C(C)O (ethanol). Product: ClC=1C=C(C=NC1N1CCCC1)C(=O)O (5-Chloro-6-(1-pyrrolidinyl)-3-pyridinecarboxylic acid). Reaction SMILES: [Cl:1][C:2]1[CH:3]=[C:4]([C:13]([O:15]CC)=[O:14])[CH:5]=[N:6][C:7]=1[N:8]1[CH2:12][CH2:11][CH2:10][CH2:9]1.[OH-].[Na+].Cl>C(O)C>[Cl:1][C:2]1[CH:3]=[C:4]([C:13]([OH:15])=[O:14])[CH:5]=[N:6][C:7]=1[N:8]1[CH2:12][CH2:11][CH2:10][CH2:9]1 |f:1.2|. Reported procedure: Ethyl 5-chloro-6-(1-pyrrolidinyl)-3-pyridinecarboxylate (D14) (1.06 g, 4.16 mmol) in ethanol (20 mL) and aqueous sodium hydroxide (2M, 2.08 mL, 4.16 mmol) was heated at 40° C. for 18 h. The reaction mixture was allowed to cool and was neutralised with 2M HCl (aq.). The title compound formed as a white solid and was filtered off and washed with methanol to give the title compound (243 mg, 1.08 mmol) SJ108923-113A3. The filtrate was trapped on an SCX column, eluting with 2M ammonia in methanol to ... The solvent is C(Cl)Cl (methylene chloride), C(Cl)Cl (methylene chloride), O (water). Reaction SMILES: [CH2:1]([O:8][C:9]1[CH:10]=[C:11]([OH:16])[CH:12]=[C:13]([CH3:15])[CH:14]=1)[C:2]1[CH:7]=[CH:6][CH:5]=[CH:4][CH:3]=1.C(N(CC)C(C)C)(C)C.[C:26]1([S:36](Cl)(=[O:38])=[O:37])[C:35]2[C:30](=[CH:31][CH:32]=[CH:33][CH:34]=2)[CH:29]=[CH:28][CH:27]=1>C(Cl)Cl.O>[CH2:1]([O:8][C:9]1[CH:10]=[C:11]([O:16][S:36]([C:26]2[C:35]3[C:30](=[CH:31][CH:32]=[CH:33][CH:34]=3)[CH:29]=[CH:28][CH:27]=2)(=[O:38])=[O:37])[CH:12]=[C:13]([CH3:15])[CH:14]=1)[C:2]1[CH:7]=[CH:6][CH:5]=[CH:4][CH:3]=1. Conditions: temperature 0 celsius, time 2 hour. Isolated yield 86.5%. The product is C(C1=CC=CC=C1)OC=1C=C(C=C(C1)C)OS(=O)(=O)C1=CC=CC2=CC=CC=C12 (1-Naphthalenesulfonic acid 3-benzyloxy-5-methylphenyl ester). Procedure: A solution of 3-benzyloxy-5-methylphenol (600 mg, 3.0 mmol), as prepared in step a of Example 3, in methylene chloride (15 mL) at 0° C. was treated with N,N-diisopropylethylamine (0.5 mL) and 1-naphthalenesulfonyl chloride (670 mg, 3.0 mmol). The reaction mixture was stirred at 0° C. for 2 h and at room temperature for 2 h. The reaction mixture was diluted with methylene chloride (200 mL) and water (50 mL). The organic extract was washed sequentially with saturated NaHCO3 (2×50 mL) and brine (2×... The reactants are C(C)(C)N(C(C)C)CC (N,N-diisopropylethylamine), C1(=CC=CC2=CC=CC=C12)S(=O)(=O)Cl (1-naphthalenesulfonyl chloride), C(C1=CC=CC=C1)OC=1C=C(C=C(C1)C)O (3-benzyloxy-5-methylphenol). Starting materials: ClC=1C=C(C=CC1S(=O)(=O)C)C(C(=O)O)CC1CCCC1 (2-(3-chloro-4-methanesulfonyl-phenyl)-3-cyclopentyl-propionic acid), NC=1N=CC(=NC1)CC#N ((5-amino-pyrazin-2-yl)-acetonitrile), N1=CC=CC=C1 (pyridine), C(C(=O)Cl)(=O)Cl (oxalyl chloride). The reagents and catalysts are CN(C=O)C (N,N-dimethylformamide). Solvent: C(Cl)Cl (methylene chloride), O (water), C(Cl)Cl (methylene chloride), C(Cl)Cl (methylene chloride). Reaction conditions: temperature 0 celsius. The product is 40L, ClC=1C=C(C=CC1S(=O)(=O)C)C(C(=O)NC1=NC=C(N=C1)CC#N)CC1CCCC1 (2-(3-chloro-4-methanesulfonyl-phenyl)-N-(5-cyanomethyl-pyrazin-2-yl)-3-cyclopentyl-propionamide). Isolated yield 58.4%. As a reaction SMILES: [Cl:1][C:2]1[CH:3]=[C:4]([CH:12]([CH2:16][CH:17]2[CH2:21][CH2:20][CH2:19][CH2:18]2)[C:13]([OH:15])=O)[CH:5]=[CH:6][C:7]=1[S:8]([CH3:11])(=[O:10])=[O:9].C(Cl)(=O)C(Cl)=O.[NH2:28][C:29]1[N:30]=[CH:31][C:32]([CH2:35][C:36]#[N:37])=[N:33][CH:34]=1.N1C=CC=CC=1>C(Cl)Cl.CN(C)C=O.O>[Cl:1][C:2]1[CH:3]=[C:4]([CH:12]([CH2:16][CH:17]2[CH2:21][CH2:20][CH2:19][CH2:18]2)[C:13]([NH:28][C:29]2[CH:34]=[N:33][C:32]([CH2:35][C:36]#[N:37])=[CH:31][N:30]=2)=[O:15])[CH:5]=[CH:6][C:7]=1[S:8]([CH3:11])(=[O:9])=[O:10]. Reported procedure: A solution of 2-(3-chloro-4-methanesulfonyl-phenyl)-3-cyclopentyl-propionic acid (prepared as in Example 33, 663.1 mg, 2.004 mmol) in methylene chloride (10 mL) was treated with N,N-dimethylformamide (2 drops) and then cooled to 0° C. The reaction mixture was then treated with oxalyl chloride (357 μL, 4.009 mmol). The reaction mixture was stirred at 0° C. and then warmed to 25° C. where it was stirred for 1.5 h. At this time, the reaction mixture was concentrated in vacuo. The yellow slurry was ...